Dataset: the Open Reaction Database (ORD), a public repository of structured organic reaction records. Task: describe an organic reaction: reactants, conditions, products, and yield Starting materials: C(C)(C)(C)N1N=C(C=C1CCC)CCC=O (3-(1-tert-butyl-5-propyl-1H-pyrazol-3-yl)propanal), [BH-](OC(=O)C)(OC(=O)C)OC(=O)C.[Na+] (NaBH(OAc)3), COC1=CC=C(C=C1)N1CCNCC1 (1-(4-methoxyphenyl)piperazine), CCN(C(C)C)C(C)C (DIPEA). The product is C(C)(C)(C)N1N=C(C=C1CCC)CCCN1CCN(CC1)C1=CC=C(C=C1)OC (1-(3-(1-tert-butyl-5-propyl-1H-pyrazol-3-yl)propyl)-4-(4-methoxyphenyl)piperazine). RXN SMILES: [C:1]([N:5]1[C:9]([CH2:10][CH2:11][CH3:12])=[CH:8][C:7]([CH2:13][CH2:14][CH:15]=O)=[N:6]1)([CH3:4])([CH3:3])[CH3:2].[CH3:17][O:18][C:19]1[CH:24]=[CH:23][C:22]([N:25]2[CH2:30][CH2:29][NH:28][CH2:27][CH2:26]2)=[CH:21][CH:20]=1.CCN(C(C)C)C(C)C.[BH-](OC(C)=O)(OC(C)=O)OC(C)=O.[Na+]>>[C:1]([N:5]1[C:9]([CH2:10][CH2:11][CH3:12])=[CH:8][C:7]([CH2:13][CH2:14][CH2:15][N:28]2[CH2:27][CH2:26][N:25]([C:22]3[CH:21]=[CH:20][C:19]([O:18][CH3:17])=[CH:24][CH:23]=3)[CH2:30][CH2:29]2)=[N:6]1)([CH3:2])([CH3:3])[CH3:4] |f:3.4|. Procedure details: 70 mg (71%) of target compound was obtained by using a method same as in Example 1 by using 3-(1-tert-butyl-5-propyl-1H-pyrazol-3-yl)propanal (50 mg, 0.225 mmol), 1-(4-methoxyphenyl)piperazine (44 mg, 0.225 mmol), DIPEA (0.060 mL, 0338 mmol) and NaBH(OAc)3 (143 mg, 0.675 mmol). The product is NCCCCC(NC(=O)OCC1c2ccccc2-c2ccccc21)C(=O)O. Reactants: ClCCl, O=C(O)C(F)(F)F, O=C(NCCCCC(NC(=O)OCC1c2ccccc2-c2ccccc21)C(=O)O)OCc1ccccc1. As a reaction SMILES: [Cl:45][CH2:46][Cl:47].[F:38][C:39]([F:40])([F:41])[C:42]([OH:43])=[O:44].[cH:1]1[cH:2][cH:3][cH:4][c:5]2[c:13]1[CH:12]([CH2:14][O:15][C:16](=[O:17])[NH:18][CH:19]([CH2:20][CH2:21][CH2:22][CH2:23][NH:24][C:25]([O:26][CH2:27][c:28]1[cH:29][cH:30][cH:31][cH:32][cH:33]1)=[O:34])[C:35](=[O:36])[OH:37])[c:11]1[c:6]-2[cH:7][cH:8][cH:9][cH:10]1>>[cH:1]1[cH:2][cH:3][cH:4][c:5]2[c:13]1[CH:12]([CH2:14][O:15][C:16](=[O:17])[NH:18][CH:19]([CH2:20][CH2:21][CH2:22][CH2:23][NH2:24])[C:35](=[O:36])[OH:37])[c:11]1[c:6]-2[cH:7][cH:8][cH:9][cH:10]1. The reactants are Br, Cc1ccccc1, OCCc1cccc(CCO)c1. The product is OCCc1cccc(CCBr)c1. Reaction SMILES: [BrH:13].[CH3:14][c:15]1[cH:16][cH:17][cH:18][cH:19][cH:20]1.[c:1]1([CH2:10][CH2:11][OH:12])[cH:2][c:3]([CH2:7][CH2:8][OH:9])[cH:4][cH:5][cH:6]1>>[c:1]1([CH2:10][CH2:11][Br:13])[cH:2][c:3]([CH2:7][CH2:8][OH:9])[cH:4][cH:5][cH:6]1.